Dataset: the Open Reaction Database (ORD), a public repository of structured organic reaction records. Task: describe an organic reaction: reactants, conditions, products, and yield Starting materials: CC1=C(C(=O)C2=CC=CC=C2)C=CC=C1 (methyl benzophenone), Cl (hydrogen chloride), C(C)(C)O (isopropyl alcohol), ClCl (Chlorine), ClCl (chlorine). Run at time 7 hour. The product is ClCC1=CC=C(C(=O)C2=CC=CC=C2)C=C1 (4-(chloromethyl)benzophenone). The yield is 57.0%. Reaction SMILES: C[C:2]1[CH:15]=[CH:14][CH:13]=[CH:12][C:3]=1[C:4]([C:6]1[CH:11]=[CH:10][CH:9]=[CH:8][CH:7]=1)=[O:5].ClCl.[ClH:18].[CH:19](O)(C)C>>[Cl:18][CH2:19][C:14]1[CH:15]=[CH:2][C:3]([C:4]([C:6]2[CH:7]=[CH:8][CH:9]=[CH:10][CH:11]=2)=[O:5])=[CH:12][CH:13]=1. Reported procedure: The amount of 912 grams (4.65 moles) of methyl benzophenone was then melted and heated to 100°-110° C. in a two-liter, two-necked, round bottom flask with magnetic stirring. Chlorine gas was introduced through a gas dispersion tube immersed below the liquid at a rate such that the characteristic greenish color of chlorine was not detectable in the exiting stream of hydrogen chloride. Initially the reaction was exothermic and no additional external heating was required. After about seven hours th... Reactants: solution, CNC (dimethylamine), CNC (dimethyl amine), C([O-])(O)=O.[Na+] (sodium bicarbonate), C(C)(C)N(C(C)C)CC (N,N-diisopropylethylamine), BrCC=CC(=O)Cl (4-bromo-but-2-enoyl chloride), NC=1C=C2C(=C(C=NC2=CC1)C#N)NC1=CC(=C(C=C1)F)Cl (6-amino-4-[(3-chloro-4-fluorophenyl)amino]-3-quinolinecarbonitrile). The solvent is C1CCOC1 (THF), C1CCOC1 (THF). Procedure: Dissolved 1.50 g (4.80 mmol) 6-amino-4-[(3-chloro-4-fluorophenyl)amino]-3-quinolinecarbonitrile in 50 ml THF, added 836 μl (4.80 mmol) N,N-diisopropylethylamine, and chilled to 0° C. under N2. Added 500 μl (4.80 mmol) 4-bromo-but-2-enoyl chloride and after 1 hour dropwise added the mixture to 10 ml of a 2M solution (19 mmol) of dimethylamine in THF cooled to -78° C. At 2 hours, added 5 ml (9.5 mmol) more of dimethyl amine solution and warmed to 25° C. After 1 hour, poured onto a cold solution of... Product: ClC=1C=C(C=CC1F)NC1=C(C=NC2=CC=C(C=C12)NC(C=CCN(C)C)=O)C#N (N-{4-[(3-Chloro-4-fluorophenyl)amino]-3-cyano-6-quinolinyl}-4-dimethylamino-2-butenamide). Reaction SMILES: [NH2:1][C:2]1[CH:3]=[C:4]2[C:9](=[CH:10][CH:11]=1)[N:8]=[CH:7][C:6]([C:12]#[N:13])=[C:5]2[NH:14][C:15]1[CH:20]=[CH:19][C:18]([F:21])=[C:17]([Cl:22])[CH:16]=1.[CH:23]([N:26]([CH2:30][CH3:31])[CH:27](C)C)(C)C.BrCC=[CH:35][C:36](Cl)=[O:37].CNC.C(=O)(O)[O-].[Na+]>C1COCC1>[Cl:22][C:17]1[CH:16]=[C:15]([NH:14][C:5]2[C:4]3[C:9](=[CH:10][CH:11]=[C:2]([NH:1][C:36](=[O:37])[CH:35]=[CH:31][CH2:30][N:26]([CH3:23])[CH3:27])[CH:3]=3)[N:8]=[CH:7][C:6]=2[C:12]#[N:13])[CH:20]=[CH:19][C:18]=1[F:21] |f:4.5|. Run at temperature 0 celsius, time 2 hour. Isolated yield 21.0%. Procedure details: To a solution of (αR,βR)-1,β-dimethyltryptophan methyl ester (6.36 g) and Nα -t-butoxycarbonyl-3-(2-pyridyl)-D-alanine (6.65 g) in dry methylene chloride (250 ml) was added dicyclohexylcarbodiimide (5.15 g), and resulting mixture was stirred for 1.5 hours at room temperature. After evaporation of the solvent, crude residue was taken up with ethyl acetate (200 ml), filtered, washed with water and saturated sodium bicarbonate solution, dried over magnesium sulfate, treated with active charcoal, an... Run in C(Cl)Cl (methylene chloride). Reaction conditions: time 1.5 hour. Yields the product COC([C@H](NC([C@H](NC(=O)OC(C)(C)C)CC1=NC=CC=C1)=O)C(C1=CN(C2=CC=CC=C12)C)C)=O (Nα -[N-t-Butoxycarbonyl-3-(2-pyridyl)-D-alanyl]-1,β-dimethyl-D-tryptophan methyl ester). Reaction SMILES: [CH3:1][O:2][C:3](=[O:18])[C@@H:4]([C@H:6]([CH3:17])[C:7]1[C:15]2[C:10](=[CH:11][CH:12]=[CH:13][CH:14]=2)[N:9]([CH3:16])[CH:8]=1)[NH2:5].[C:19]([O:23][C:24]([NH:26][C@@H:27]([C:35](O)=[O:36])[CH2:28][C:29]1[CH:34]=[CH:33][CH:32]=[CH:31][N:30]=1)=[O:25])([CH3:22])([CH3:21])[CH3:20].C1(N=C=NC2CCCCC2)CCCCC1>C(Cl)Cl>[CH3:1][O:2][C:3](=[O:18])[C@@H:4]([CH:6]([CH3:17])[C:7]1[C:15]2[C:10](=[CH:11][CH:12]=[CH:13][CH:14]=2)[N:9]([CH3:16])[CH:8]=1)[NH:5][C:35](=[O:36])[C@@H:27]([CH2:28][C:29]1[CH:34]=[CH:33][CH:32]=[CH:31][N:30]=1)[NH:26][C:24]([O:23][C:19]([CH3:22])([CH3:20])[CH3:21])=[O:25]. Reactants: COC([C@H](N)[C@@H](C1=CN(C2=CC=CC=C12)C)C)=O ((αR,βR)-1,β-dimethyltryptophan methyl ester), C(C)(C)(C)OC(=O)N[C@H](CC1=NC=CC=C1)C(=O)O (Nα -t-butoxycarbonyl-3-(2-pyridyl)-D-alanine), C1(CCCCC1)N=C=NC1CCCCC1 (dicyclohexylcarbodiimide). Isolated yield 85.3%. Reactants: COC(CCCCCCCNC(=O)C1=C(NC(=C1C)C=NN=C1C(NC2=CC=C(C=C12)F)=O)C)=O (8-(5-(((5-fluoro-2-oxoindolin-3-ylidene)hydrazono)methyl)-2,4-dimethyl-1H-pyrrole-3-carboxamido)-octanoic acid methyl ester), CO (CH3OH), solution, [Li+].[OH-] (LiOH), Cl (hydrochloric acid). Solvent: O (H2O). Reaction conditions: time 24 hour. Product: FC=1C=C2C(C(NC2=CC1)=O)=NN=CC1=C(C(=C(N1)C)C(=O)NCCCCCCCC(=O)O)C (8-(5-(((5-fluoro-2-oxoindolin-3-ylidene)hydrazono)methyl)-2,4-dimethyl-1H-pyrrole-3-carboxamido)-octanoic acid). Yield: 33.9%. Reaction SMILES: C[O:2][C:3](=[O:35])[CH2:4][CH2:5][CH2:6][CH2:7][CH2:8][CH2:9][CH2:10][NH:11][C:12]([C:14]1[C:18]([CH3:19])=[C:17]([CH:20]=[N:21][N:22]=[C:23]2[C:31]3[C:26](=[CH:27][CH:28]=[C:29]([F:32])[CH:30]=3)[NH:25][C:24]2=[O:33])[NH:16][C:15]=1[CH3:34])=[O:13].CO.[Li+].[OH-].Cl>O>[F:32][C:29]1[CH:30]=[C:31]2[C:26](=[CH:27][CH:28]=1)[NH:25][C:24](=[O:33])[C:23]2=[N:22][N:21]=[CH:20][C:17]1[NH:16][C:15]([CH3:34])=[C:14]([C:12]([NH:11][CH2:10][CH2:9][CH2:8][CH2:7][CH2:6][CH2:5][CH2:4][C:3]([OH:35])=[O:2])=[O:13])[C:18]=1[CH3:19] |f:2.3|. Procedure: 8-(5-(((5-fluoro-2-oxoindolin-3-ylidene)hydrazono)methyl)-2,4-dimethyl-1H-pyrrole-3-carboxamido)-octanoic acid methyl ester (483 mg, 1 mmol) and 300 ml of CH3OH were stirred at room temperature while 25 ml of 4 N solution of LiOH in H2O was added. The mixture was stirred for 24 hours at room temperature. The mixture is neutralized with concentrated hydrochloric acid to pH 7 and evaporated under vacuum to remove methanol. The residue was adjusted to pH 3 with concentrated hydrochloric acid. The s... Starting materials: CCC1OC(=O)C(C)C(=O)C(C)C(OC2OC(C)CC(N(C)C)C2O)C(C)(OC)CC(C)C(=O)C(C)C2N(CCCCn3cnc(-c4cccnc4)c3)C(=O)OC12CO, CS(=O)(=O)Cl, c1ccncc1. Product: CCC1OC(=O)C(C)C(=O)C(C)C(OC2OC(C)CC(N(C)C)C2O)C(C)(OC)CC(C)C(=O)C(C)C2N(CCCCn3cnc(-c4cccnc4)c3)C(=O)OC12COS(C)(=O)=O. As a reaction SMILES: [CH3:1][N:2]([CH:3]1[CH:4]([OH:58])[CH:5]([O:6][CH:7]2[C:8]([CH3:51])([O:52][CH3:53])[CH2:9][CH:10]([CH3:50])[C:11](=[O:49])[CH:12]([CH3:48])[CH:13]3[N:14]([CH2:33][CH2:34][CH2:35][CH2:36][n:37]4[cH:38][n:39][c:40](-[c:42]5[cH:43][n:44][cH:45][cH:46][cH:47]5)[cH:41]4)[C:15](=[O:32])[O:16][C:17]3([CH2:30][OH:31])[CH:18]([CH2:28][CH3:29])[O:19][C:20](=[O:27])[CH:21]([CH3:26])[C:22](=[O:25])[CH:23]2[CH3:24])[O:54][CH:55]([CH3:57])[CH2:56]1)[CH3:59].[CH3:60][S:61]([Cl:62])(=[O:63])=[O:64].[cH:65]1[cH:66][cH:67][n:68][cH:69][cH:70]1>>[CH3:1][N:2]([CH:3]1[CH:4]([OH:58])[CH:5]([O:6][CH:7]2[C:8]([CH3:51])([O:52][CH3:53])[CH2:9][CH:10]([CH3:50])[C:11](=[O:49])[CH:12]([CH3:48])[CH:13]3[N:14]([CH2:33][CH2:34][CH2:35][CH2:36][n:37]4[cH:38][n:39][c:40](-[c:42]5[cH:43][n:44][cH:45][cH:46][cH:47]5)[cH:41]4)[C:15](=[O:32])[O:16][C:17]3([CH2:30][O:31][S:61]([CH3:60])(=[O:63])=[O:64])[CH:18]([CH2:28][CH3:29])[O:19][C:20](=[O:27])[CH:21]([CH3:26])[C:22](=[O:25])[CH:23]2[CH3:24])[O:54][CH:55]([CH3:57])[CH2:56]1)[CH3:59]. Starting materials: CC(=CC(CO)NC(=O)OC(C)(C)C)CP(=O)(OC(C)C)OC(C)C, CC(C)=O, CC(C)O, [Na], O=[Cr](=O)=O, O=S(=O)(O)O. The product is CC(=CC(NC(=O)OC(C)(C)C)C(=O)O)CP(=O)(OC(C)C)OC(C)C. As a reaction SMILES: [C:1]([CH3:2])([CH3:3])([CH3:4])[O:5][C:6]([NH:7][CH:8]([CH2:9][OH:10])[CH:11]=[C:12]([CH2:13][P:14](=[O:15])([O:16][CH:17]([CH3:18])[CH3:19])[O:20][CH:21]([CH3:22])[CH3:23])[CH3:24])=[O:25].[CH3:31][C:32](=[O:33])[CH3:34].[CH:26]([CH3:27])([CH3:28])[OH:29].[Na:30].[O:35]=[Cr:36](=[O:37])=[O:38].[S:39](=[O:40])(=[O:41])([OH:42])[OH:43]>>[C:1]([CH3:2])([CH3:3])([CH3:4])[O:5][C:6]([NH:7][CH:8]([C:9](=[O:10])[OH:29])[CH:11]=[C:12]([CH2:13][P:14](=[O:15])([O:16][CH:17]([CH3:18])[CH3:19])[O:20][CH:21]([CH3:22])[CH3:23])[CH3:24])=[O:25]. The reactants are COC(\C=C\C=1C(=NC(=NC1C1=C(C=CC=C1)Cl)SC)NC1=C(C=CC=C1)Cl)=O ((E)-3-[4-(2-chloro-phenylamino)-6-(2-chloro-phenyl)-2-methylsulfanyl-pyrimidin-5-yl]-acrylic acid methyl ester), [Na].C(CO)O (ethylene glycol sodium salt). Product: ClC1=C(C=CC=C1)C=1C2=C(N=C(N1)OCCO)N(C(C=C2)=O)C2=C(C=CC=C2)Cl (4,8-bis-(2-chloro-phenyl)-2-(2-hydroxy-ethoxy)-8H-pyrido[2,3-d]pyrimidin-7-one). As a reaction SMILES: CO[C:3](=[O:29])/[CH:4]=[CH:5]/[C:6]1[C:7]([NH:21][C:22]2[CH:27]=[CH:26][CH:25]=[CH:24][C:23]=2[Cl:28])=[N:8][C:9](SC)=[N:10][C:11]=1[C:12]1[CH:17]=[CH:16][CH:15]=[CH:14][C:13]=1[Cl:18].[Na].[CH2:31]([OH:34])[CH2:32][OH:33]>>[Cl:18][C:13]1[CH:14]=[CH:15][CH:16]=[CH:17][C:12]=1[C:11]1[C:6]2[CH:5]=[CH:4][C:3](=[O:29])[N:21]([C:22]3[CH:27]=[CH:26][CH:25]=[CH:24][C:23]=3[Cl:28])[C:7]=2[N:8]=[C:9]([O:33][CH2:32][CH2:31][OH:34])[N:10]=1 |f:1.2,^1:29|. Reported procedure: Prepared as described above in Example 98 starting from (E)-3-[4-(2-chloro-phenylamino)-6-(2-chloro-phenyl)-2-methylsulfanyl-pyrimidin-5-yl]-acrylic acid methyl ester and ethylene glycol sodium salt to afford the title compound 4,8-bis-(2-chloro-phenyl)-2-(2-hydroxy-ethoxy)-8H-pyrido[2,3-d]pyrimidin-7-one. 1H-NMR (CDCl3) δ 3.81 (m, 2H), 4.23 (m, 2H), 5.62 (m, 0.5 H), 6.65 (d, 1H, J=9.6 Hz), 7.29-7.58 (9H). LC MS (m/e)=428 (MH+). Rt=1.85 min The reactants are COC(=O)CCCc1ccc2nc(C)sc2c1, CCO, Cl, [Na+], [OH-]. Product: Cc1nc2ccc(CCCC(=O)O)cc2s1. As a reaction SMILES: [CH3:1][O:2][C:3]([CH2:4][CH2:5][CH2:6][c:7]1[cH:8][c:9]2[c:10]([n:11][c:12]([CH3:14])[s:13]2)[cH:15][cH:16]1)=[O:17].[CH3:21][CH2:22][OH:23].[ClH:20].[Na+:19].[OH-:18]>>[O:2]=[C:3]([CH2:4][CH2:5][CH2:6][c:7]1[cH:8][c:9]2[c:10]([n:11][c:12]([CH3:14])[s:13]2)[cH:15][cH:16]1)[OH:17]. Reactants: C(C)(C)(C)NS(=O)(=O)C1=C(C=CC=C1)C1=CC=C(C=C1)CN1C(=NC(=C1C(=O)OC)Cl)CCCC (1-((2'-((tert-butylamino)sulfonyl)(1,1'-biphenyl)-4-yl)methyl)-2-butyl-4-chloro-1H-imidazole-5-carboxylic acid, methyl ester), C1(=CC=CC=C1)OC (anisole). The solvent is FC(C(=O)O)(F)F (trifluoroacetic acid). The product is C(CCC)C=1NC(=C(N1)Cl)C(=O)OC (2-butyl-4-chloro-1H-imidazole-5-carboxylic acid, methyl ester). Yield: 214.9%. As a reaction SMILES: C(NS(C1C=CC=CC=1C1C=CC(C[N:22]2[C:26]([C:27]([O:29][CH3:30])=[O:28])=[C:25]([Cl:31])[N:24]=[C:23]2[CH2:32][CH2:33][CH2:34][CH3:35])=CC=1)(=O)=O)(C)(C)C.C1(OC)C=CC=CC=1>FC(F)(F)C(O)=O>[CH2:32]([C:23]1[NH:22][C:26]([C:27]([O:29][CH3:30])=[O:28])=[C:25]([Cl:31])[N:24]=1)[CH2:33][CH2:34][CH3:35]. Reported procedure: 1-((2'-((tert-butylamino)sulfonyl)(1,1'-biphenyl)-4-yl)methyl)-2-butyl-4-chloro-1H-imidazole-5-carboxylic acid, methyl ester (75.0 mg, 0.145 mmol) was stirred in trifluoroacetic acid (1.0 ml) containing anisole (20 μl) under nitrogen at room temperature for 24 hours. The trifluoroacetic acid was removed in vacuo and the residue chromatographed (silica gel, 35% ethyl acetate-hexane) to afford 1-((2'-aminosulfonyl)(1,1'-biphenyl)-4-yl)methyl)-2-butyl-4-chloro-1H-imidazole-5-carboxylic acid, methyl... Reactants: C[Si](C1=CC=CC=C1)(C)Cl (dimethylphenylsilyl chloride), N1C=NC=C1 (imidazole), CC(CO)CC (2-Methyl-1-butanol). Solvent: CCCCCC (hexane). Run at time 8 hour. Yields the product C[Si](OCC(CC)C)(C1=CC=CC=C1)C (1-(Dimethylphenylsilyloxy)-2-methylbutane). Reaction SMILES: [CH3:1][Si:2](Cl)([CH3:9])[C:3]1[CH:8]=[CH:7][CH:6]=[CH:5][CH:4]=1.N1C=CN=C1.[CH3:16][CH:17]([CH2:20][CH3:21])[CH2:18][OH:19]>CCCCCC>[CH3:1][Si:2]([CH3:9])([C:3]1[CH:8]=[CH:7][CH:6]=[CH:5][CH:4]=1)[O:19][CH2:18][CH:17]([CH3:16])[CH2:20][CH3:21]. Procedure details: A 250 ml, three-necked flask was fitted with a large magnetic, egg-shaped stir bar, a small, pressure-equalizing addition funnel, a thermocouple connected to a THERM-O-WATCH®, a reflux condenser, and an argon inlet. This apparatus was dried in an oven overnight at 125° C., assembled hot, and allowed to cool to room temperature in a stream of argon. The flask was charged with 28.74 grams (0.168 mole, 1.01 equivalents) of dimethylphenylsilyl chloride, 11.69 grams (0.172 mole, 1.03 equivalents) of ...